From a dataset of the Open Reaction Database (ORD), a public repository of structured organic reaction records. describe an organic reaction: reactants, conditions, products, and yield The reactants are [BH4-], CO, ClCCl, [Mg+2], CCN(CC)C(=O)C(C)(C)c1ccc2[nH]c(-c3cc(C)cc(C)c3)c(CCN)c2c1, [NH4+], [Na+], O=S(=O)([O-])[O-], [OH-], O=CCCCc1ccncc1. Product: CCN(CC)C(=O)C(C)(C)c1ccc2[nH]c(-c3cc(C)cc(C)c3)c(CCNCCCCc3ccncc3)c2c1. As a reaction SMILES: [BH4-:48].[CH3:55][OH:56].[Cl:52][CH2:53][Cl:54].[Mg+2:42].[NH2:1][CH2:2][CH2:3][c:4]1[c:5](-[c:23]2[cH:24][c:25]([CH3:30])[cH:26][c:27]([CH3:29])[cH:28]2)[nH:6][c:7]2[cH:8][cH:9][c:10]([C:13]([C:14](=[O:15])[N:16]([CH2:17][CH3:18])[CH2:19][CH3:20])([CH3:21])[CH3:22])[cH:11][c:12]12.[NH4+:51].[Na+:49].[O-:43][S:44](=[O:45])(=[O:46])[O-:47].[OH-:50].[n:31]1[cH:32][cH:33][c:34]([CH2:37][CH2:38][CH2:39][CH:40]=[O:41])[cH:35][cH:36]1>>[NH:1]([CH2:2][CH2:3][c:4]1[c:5](-[c:23]2[cH:24][c:25]([CH3:30])[cH:26][c:27]([CH3:29])[cH:28]2)[nH:6][c:7]2[cH:8][cH:9][c:10]([C:13]([C:14](=[O:15])[N:16]([CH2:17][CH3:18])[CH2:19][CH3:20])([CH3:21])[CH3:22])[cH:11][c:12]12)[CH2:40][CH2:39][CH2:38][CH2:37][c:34]1[cH:33][cH:32][n:31][cH:36][cH:35]1. Starting materials: B, C1CCOC1, CSC, O=C1COc2cccnc2N1. The product is C1=Nc2ncccc2OC1. Reaction SMILES: [BH3:15].[CH2:16]1[O:17][CH2:18][CH2:19][CH2:20]1.[CH3:12][S:13][CH3:14].[O:1]1[c:2]2[c:3]([n:8][cH:9][cH:10][cH:11]2)[NH:4][C:5](=[O:7])[CH2:6]1>>[O:1]1[c:2]2[c:3]([n:8][cH:9][cH:10][cH:11]2)[N:4]=[CH:5][CH2:6]1. The reactants are CC(C)N(NC(=O)c1ccccc1)C(=O)CSc1ccccc1Br, O=C([O-])[O-], COCCOC, OB(O)c1ccccc1F, [Na+], [Na+]. Product: CC(C)N(NC(=O)c1ccccc1)C(=O)CSc1ccccc1-c1ccccc1F. Reaction SMILES: [Br:1][c:2]1[c:3]([S:8][CH2:9][C:10](=[O:11])[N:12]([NH:13][C:14]([c:15]2[cH:16][cH:17][cH:18][cH:19][cH:20]2)=[O:21])[CH:22]([CH3:23])[CH3:24])[cH:4][cH:5][cH:6][cH:7]1.[C:25](=[O:26])([O-:27])[O-:28].[CH3:41][O:42][CH2:43][CH2:44][O:45][CH3:46].[F:31][c:32]1[c:33]([B:38]([OH:39])[OH:40])[cH:34][cH:35][cH:36][cH:37]1.[Na+:29].[Na+:30]>>[c:2]1(-[c:33]2[c:32]([F:31])[cH:37][cH:36][cH:35][cH:34]2)[c:3]([S:8][CH2:9][C:10](=[O:11])[N:12]([NH:13][C:14]([c:15]2[cH:16][cH:17][cH:18][cH:19][cH:20]2)=[O:21])[CH:22]([CH3:23])[CH3:24])[cH:4][cH:5][cH:6][cH:7]1. The reactants are CN1C(C=2C3=C(C=4NC5=CC=CC=C5C4C2C1=O)NC=1C=CC=CC13)=O (6,7,12,13-tetrahydro-6-methyl-5,7-dioxo-5H-indolo[2,3-a]pyrrolo[3,4-c]carbazole), C(C=C)(=O)N (acrylamide), C1CCC2=NCCCN2CC1 (DBU). Run in C(C)#N (acetonitrile). The product is C(N)(=O)CCN1C2=CC=CC=C2C=2C3=C(C4=C(C12)NC=1C=CC=CC14)C(N(C3=O)C)=O (12-(2-carbamoylethyl)-6,7,12,13-tetrahydro-6-methyl-5,7-dioxo-5H-indolo[2,3-a]pyrrolo-[3,4-c]carbazole). Reaction SMILES: [CH3:1][N:2]1[C:17](=[O:18])[C:16]2[C:15]3[C:14]4[C:9](=[CH:10][CH:11]=[CH:12][CH:13]=4)[NH:8][C:7]=3[C:6]3[NH:19][C:20]4[CH:21]=[CH:22][CH:23]=[CH:24][C:25]=4[C:5]=3[C:4]=2[C:3]1=[O:26].[C:27]([NH2:31])(=[O:30])[CH:28]=[CH2:29].C1CCN2C(=NCCC2)CC1>C(#N)C>[C:27]([CH2:28][CH2:29][N:19]1[C:6]2[C:7]3[NH:8][C:9]4[CH:10]=[CH:11][CH:12]=[CH:13][C:14]=4[C:15]=3[C:16]3[C:17](=[O:18])[N:2]([CH3:1])[C:3](=[O:26])[C:4]=3[C:5]=2[C:25]2[C:20]1=[CH:21][CH:22]=[CH:23][CH:24]=2)(=[O:30])[NH2:31]. Procedure details: 500 mg (1.47 mmol) 6,7,12,13-tetrahydro-6-methyl-5,7-dioxo-5H-indolo[2,3-a]pyrrolo[3,4-c]carbazole in 50 ml acetonitrile are stirred for 4 days at 20° C. with 1.05 g (14.8 mmol) acrylamide and 0.1 ml DBU. The suspension is evaporated, stirred with 30 ml dichloromethane/methanol (95:5 v/v) and the undissolved crystals are filtered off. 12-(2-carbamoylethyl)-6,7,12,13-tetrahydro-6-methyl-5,7-dioxo-5H-indolo[2,3-a]pyrrolo-[3,4-c]carbazole is obtained in the form of yellow crystals. Reactants: C(CN)N (ethylenediamine), C(C1=CC=CC=C1)(C1=CC=CC=C1)Cl (benzhydryl chloride). The solvent is C(C)#N (acetonitrile). The product is C1(=CC=CC=C1)C(NCCN)C1=CC=CC=C1 (N-diphenylmethylethylenediamine). As a reaction SMILES: [CH2:1]([NH2:4])[CH2:2][NH2:3].[CH:5](Cl)([C:12]1[CH:17]=[CH:16][CH:15]=[CH:14][CH:13]=1)[C:6]1[CH:11]=[CH:10][CH:9]=[CH:8][CH:7]=1>C(#N)C>[C:6]1([CH:5]([C:12]2[CH:13]=[CH:14][CH:15]=[CH:16][CH:17]=2)[NH:3][CH2:2][CH2:1][NH2:4])[CH:11]=[CH:10][CH:9]=[CH:8][CH:7]=1. Procedure: A mixture of 90.15 g of ethylenediamine, 50.7 g of benzhydryl chloride and 300 ml of acetonitrile is heated under reflux for 24 hours. It is partitioned between 400 ml of diethyl ether and 175 ml of 10% sodium hydroxide solution, the ether phase is separated off, dried over magnesium sulphate, evaporated to dryness and distilled under reduced pressure. N-diphenylmethylethylenediamine is obtained, b.p.0.13 =116°-124° C., m.p. 23°-24° C. Reactants: O=C1C=CC(=CN1C1=CC=CC=C1)C(=O)Cl (6-oxo-1-phenyl-1,6-dihydro-pyridine-3-carbonyl chloride), OC1CN2CCC1CC2 (3-hydroxyquinuclidine). Solvent: N1=CC=CC=C1 (pyridine). Reaction conditions: time 3 day. Product: N12CC(C(CC1)CC2)OC(=O)C2=CN(C(C=C2)=O)C2=CC=CC=C2 ((1-azabicyclo[2.2.2]octan-3-yl)-6-oxo-1-phenyl-3-pyridinecarboxylate). Yield: 20.0%. As a reaction SMILES: [O:1]=[C:2]1[N:7]([C:8]2[CH:13]=[CH:12][CH:11]=[CH:10][CH:9]=2)[CH:6]=[C:5]([C:14](Cl)=[O:15])[CH:4]=[CH:3]1.[OH:17][CH:18]1[CH:23]2[CH2:24][CH2:25][N:20]([CH2:21][CH2:22]2)[CH2:19]1>N1C=CC=CC=1>[N:20]12[CH2:25][CH2:24][CH:23]([CH2:22][CH2:21]1)[CH:18]([O:17][C:14]([C:5]1[CH:4]=[CH:3][C:2](=[O:1])[N:7]([C:8]3[CH:13]=[CH:12][CH:11]=[CH:10][CH:9]=3)[CH:6]=1)=[O:15])[CH2:19]2. Procedure details: After dissolution of the mixed solution of 6-oxo-1-phenyl-1,6-dihydro-pyridine-3-carbonyl chloride obtained in Example 115-1 in 5 mL of pyridine, 231 mg (1.82 mmol) of 3-hydroxyquinuclidine was added thereto. Afterward, the resulting reaction solution was stirred at room temperature for about 3 days. After termination of the reaction was determined by liquid chromatography, the solvent was removed in vacuo. Without an additional purification process, the resulting compound was extracted three ti... Starting materials: NC(=O)N (urea), Cl (hydrochloric acid), COC1=CC=C(O)C=C1 (hydroquinone methyl ether), C(C=C)(=O)N (acrylamide), C=O (formaldehyde). The solvent is C(C)N(CC)CC (triethylamine). Conditions: temperature 50 celsius, time 15 hour. Product: 27.5, C(C=C)(=O)NC=NC(=O)N (acrylamidomethyleneurea). As a reaction SMILES: [C:1]([NH2:5])(=[O:4])[CH:2]=[CH2:3].C=O.[CH3:8]OC1C=CC(O)=CC=1.[NH2:17][C:18]([NH2:20])=[O:19].Cl>C(N(CC)CC)C>[C:1]([NH:5][CH:8]=[N:17][C:18]([NH2:20])=[O:19])(=[O:4])[CH:2]=[CH2:3]. Procedure: The starting material acrylamidemethyleneurea is prepared by introducing into an agitated reactor provided with a reflux condensor, the following charge: 20 parts of acrylamide, 22.8 parts of a 37% aqueous formaldehyde solution, 0.2 parts of triethylamine, and 0.01 parts of hydroquinone methyl ether. The reaction is maintained at 50° C. for one hour. In a second step, after the resultant reaction product from the first step is cooled to 10° C., there are added 67.6 parts of urea and 15 parts of ... The reactants are CCN=C=NCCCN(C)C, ClCCl, Cl, O=C(O)CCCN1CCN(C(=O)c2cc(C(F)(F)F)cc(C(F)(F)F)c2)C(Cc2c[nH]c3ccccc23)C1, C1CCN(C2CCNCC2)CC1, O, On1nnc2ccccc21. The product is O=C(CCCN1CCN(C(=O)c2cc(C(F)(F)F)cc(C(F)(F)F)c2)C(Cc2c[nH]c3ccccc23)C1)N1CCC(N2CCCCC2)CC1. RXN SMILES: [CH3:63][N:64]([CH3:65])[CH2:66][CH2:67][CH2:68][N:69]=[C:70]=[N:71][CH2:72][CH3:73].[Cl:74][CH2:75][Cl:76].[ClH:62].[F:1][C:2]([c:3]1[cH:4][c:5]([C:6](=[O:7])[N:8]2[CH:9]([CH2:20][c:21]3[cH:22][nH:23][c:24]4[cH:25][cH:26][cH:27][cH:28][c:29]34)[CH2:10][N:11]([CH2:14][CH2:15][CH2:16][C:17](=[O:18])[OH:19])[CH2:12][CH2:13]2)[cH:30][c:31]([C:33]([F:34])([F:35])[F:36])[cH:32]1)([F:37])[F:38].[N:39]1([CH:45]2[CH2:46][CH2:47][NH:48][CH2:49][CH2:50]2)[CH2:40][CH2:41][CH2:42][CH2:43][CH2:44]1.[OH2:51].[OH:52][n:53]1[c:54]2[cH:55][cH:56][cH:57][cH:58][c:59]2[n:60][n:61]1>>[F:1][C:2]([c:3]1[cH:4][c:5]([C:6](=[O:7])[N:8]2[CH:9]([CH2:20][c:21]3[cH:22][nH:23][c:24]4[cH:25][cH:26][cH:27][cH:28][c:29]34)[CH2:10][N:11]([CH2:14][CH2:15][CH2:16][C:17](=[O:19])[N:48]3[CH2:47][CH2:46][CH:45]([N:39]4[CH2:40][CH2:41][CH2:42][CH2:43][CH2:44]4)[CH2:50][CH2:49]3)[CH2:12][CH2:13]2)[cH:30][c:31]([C:33]([F:34])([F:35])[F:36])[cH:32]1)([F:37])[F:38]. Starting materials: C(C)N(CC1=CC=C(C=C1)N(CCN1CCCCC1)C)C1=C(C=CC(=C1)OC)C1CC2=CC=C(C=C2CC1)OC (ethyl [5-methoxy-2-(6-methoxy-1,2,3,4-tetrahydronaphthalen-2-yl)phenyl]{4-[methyl(2-piperidin-1-ylethyl)amino]benzyl}amine), B(Br)(Br)Br (boron tribromide), C([O-])(O)=O.[Na+] (sodium bicarbonate), CO (methanol). The solvent is ClCCl (dichloromethane). Reaction conditions: time 30 minute. Product: C(C)N(C1=C(C=CC(=C1)O)C1CC=2C=CC(=CC2CC1)O)CC1=CC=C(C=C1)N(CCN1CCCCC1)C (6-{2-{Ethyl {4-[methyl(2-piperidin-1-ylethyl)amino]benzyl}amino}-4-hydroxyphenyl}-5,6,7,8-tetrahydronaphthalen-2-ol). The yield is 56.6%. RXN SMILES: [CH2:1]([N:3]([C:21]1[CH:26]=[C:25]([O:27]C)[CH:24]=[CH:23][C:22]=1[CH:29]1[CH2:38][CH2:37][C:36]2[C:31](=[CH:32][CH:33]=[C:34]([O:39]C)[CH:35]=2)[CH2:30]1)[CH2:4][C:5]1[CH:10]=[CH:9][C:8]([N:11]([CH3:20])[CH2:12][CH2:13][N:14]2[CH2:19][CH2:18][CH2:17][CH2:16][CH2:15]2)=[CH:7][CH:6]=1)[CH3:2].B(Br)(Br)Br.CO.C(=O)(O)[O-].[Na+]>ClCCl>[CH2:1]([N:3]([CH2:4][C:5]1[CH:6]=[CH:7][C:8]([N:11]([CH3:20])[CH2:12][CH2:13][N:14]2[CH2:19][CH2:18][CH2:17][CH2:16][CH2:15]2)=[CH:9][CH:10]=1)[C:21]1[CH:26]=[C:25]([OH:27])[CH:24]=[CH:23][C:22]=1[CH:29]1[CH2:38][CH2:37][C:36]2[CH:35]=[C:34]([OH:39])[CH:33]=[CH:32][C:31]=2[CH2:30]1)[CH3:2] |f:3.4|. Procedure: To a solution of ethyl [5-methoxy-2-(6-methoxy-1,2,3,4-tetrahydronaphthalen-2-yl)phenyl]{4-[methyl(2-piperidin-1-ylethyl)amino]benzyl}amine (108 mg) in dichloromethane (5 ml) was added boron tribromide (1.0 M solution in dichloromethane) (1.0 ml) on an ice bath. The solution was stirred for 30 minutes while warming to room temperature, then methanol (2 ml) was added thereto on an ice bath. A saturated aqueous solution of sodium bicarbonate was added thereto, the solution was extracted with ethyl... Starting materials: ClC1=NN2C(C3=CC=CC=C13)=NN=C2C2=CC=CC=C2 (6-chloro-3-phenyl-1,2,4-triazolo[3,4-a]phthalazine), N1CCCC1 (pyrrolidine). Solvent: C(C)O (ethanol). Conditions: temperature 100 celsius. The product is C1(=CC=CC=C1)C1=NN=C2N1N=C(C1=CC=CC=C21)N2CCCC2 (3-phenyl-6-(1-pyrrolidinyl)-1,2,4-triazolo[3,4-a]phthalazine). Isolated yield 82.0%. As a reaction SMILES: Cl[C:2]1[C:11]2[C:6](=[CH:7][CH:8]=[CH:9][CH:10]=2)[C:5]2=[N:12][N:13]=[C:14]([C:15]3[CH:20]=[CH:19][CH:18]=[CH:17][CH:16]=3)[N:4]2[N:3]=1.[NH:21]1[CH2:25][CH2:24][CH2:23][CH2:22]1>C(O)C>[C:15]1([C:14]2[N:4]3[N:3]=[C:2]([N:21]4[CH2:25][CH2:24][CH2:23][CH2:22]4)[C:11]4[C:6]([C:5]3=[N:12][N:13]=2)=[CH:7][CH:8]=[CH:9][CH:10]=4)[CH:20]=[CH:19][CH:18]=[CH:17][CH:16]=1. Procedure: A mixture of 6-chloro-3-phenyl-1,2,4-triazolo[3,4-a]phthalazine (5 g), pyrrolidine (5 ml), ethanol (35 ml) and catalytic amounts of KI, is poured in a pressure resistant vessell and heated to 100° C. for 8 hours. The reaction mixture is then cooled, the solvent is evaporated off and the residue is thoroughly washed with a small amount of water and crystallized from ethanol yielding the compound of the title in 82% yield. M.p. 208°-09° C.